Task: describe an organic reaction: reactants, conditions, products, and yield. Dataset: the Open Reaction Database (ORD), a public repository of structured organic reaction records Reactants: CC=1N=C(NC1)C1=CC=CC=C1 (4-methyl-2-phenylimidazole), [H-].[Na+] (NaH), O (H2O), COCCl (chloromethyl methyl ether). Solvent: CN(C)C=O (DMF). Run at temperature 25 celsius, time 5 minute. Yields the product COCN1C(=NC(=C1)C)C1=CC=CC=C1 (3-methoxymethyl-5-methyl-2-phenyl-3H-imidazole). Isolated yield 63.8%. RXN SMILES: [CH3:1][C:2]1[N:3]=[C:4]([C:7]2[CH:12]=[CH:11][CH:10]=[CH:9][CH:8]=2)[NH:5][CH:6]=1.[H-].[Na+].[CH3:15][O:16][CH2:17]Cl.O>CN(C=O)C>[CH3:15][O:16][CH2:17][N:5]1[CH:6]=[C:2]([CH3:1])[N:3]=[C:4]1[C:7]1[CH:8]=[CH:9][CH:10]=[CH:11][CH:12]=1 |f:1.2|. Procedure: To a solution of 1.0 g (6.32 mmol) of 4-methyl-2-phenylimidazole in 25 mL of DMF at 0° C. was added 278 mg (6.95 mmol, 60% in oil) of NaH. After stirring for 5 min, 0.528 mL (6.95 mmol) of chloromethyl methyl ether was added, and the reaction was warmed to 25° C. and stirred 4 h. The reaction was poured into H2O, and the product was extracted with hexanes/EtOAc (1:1). The combined organic layers were dried (Na2SO4), filtered, and concentrated in vacuo. Purification by silica gel flash column chr... Reactants: COC(=O)c1ccc(CNC(=O)OCc2ccccc2)cc1OCc1ccccc1, Cl, [Li+], C1CCOC1, [OH-], O, O. Yields the product O=C(NCc1ccc(C(=O)O)c(OCc2ccccc2)c1)OCc1ccccc1. As a reaction SMILES: [CH2:1]([c:2]1[cH:3][cH:4][cH:5][cH:6][cH:7]1)[O:8][C:9](=[O:10])[NH:11][CH2:12][c:13]1[cH:14][c:15]([O:23][CH2:24][c:25]2[cH:26][cH:27][cH:28][cH:29][cH:30]2)[c:16]([C:17](=[O:18])[O:19][CH3:20])[cH:21][cH:22]1.[ClH:34].[Li+:33].[O:35]1[CH2:36][CH2:37][CH2:38][CH2:39]1.[OH-:32].[OH2:31].[OH2:40]>>[CH2:1]([c:2]1[cH:3][cH:4][cH:5][cH:6][cH:7]1)[O:8][C:9](=[O:10])[NH:11][CH2:12][c:13]1[cH:14][c:15]([O:23][CH2:24][c:25]2[cH:26][cH:27][cH:28][cH:29][cH:30]2)[c:16]([C:17](=[O:18])[OH:19])[cH:21][cH:22]1. Reactants: COC(=O)COc1ccc(N)cn1, CCOC(C)=O, CCN(C(C)C)C(C)C, ClCCl, O=C(Cl)c1ccc(F)cc1. The product is COC(=O)COc1ccc(NC(=O)c2ccc(F)cc2)cn1. RXN SMILES: [CH3:1][O:2][C:3]([CH2:4][O:5][c:6]1[n:7][cH:8][c:9]([NH2:12])[cH:10][cH:11]1)=[O:13].[CH3:33][CH2:34][O:35][C:36](=[O:37])[CH3:38].[CH:24]([N:25]([CH2:26][CH3:27])[CH:28]([CH3:29])[CH3:30])([CH3:31])[CH3:32].[Cl:39][CH2:40][Cl:41].[F:14][c:15]1[cH:16][cH:17][c:18]([C:19](=[O:20])[Cl:21])[cH:22][cH:23]1>>[CH3:1][O:2][C:3]([CH2:4][O:5][c:6]1[n:7][cH:8][c:9]([NH:12][C:19]([c:18]2[cH:17][cH:16][c:15]([F:14])[cH:23][cH:22]2)=[O:20])[cH:10][cH:11]1)=[O:13]. Starting materials: Cl.C(CCCCCCC)C=1NNC2=C(N1)C=NC=C2 (3-Octyl-1,2-dihydropyrido[3,4-e]-as-triazine hydrochloride), C(C)(=O)OC(C)=O (acetic anhydride), C(=O)(O)[O-].[Na+] (sodium hydrocarbonate). Reaction SMILES: Cl.[CH2:2]([C:10]1[NH:11][NH:12][C:13]2[CH:19]=[CH:18][N:17]=[CH:16][C:14]=2[N:15]=1)[CH2:3][CH2:4][CH2:5][CH2:6][CH2:7][CH2:8][CH3:9].[C:20](OC(=O)C)(=[O:22])[CH3:21].C([O-])(O)=O.[Na+]>>[CH2:2]([C:10]1[NH:11][N:12]([C:20](=[O:22])[CH3:21])[C:13]2[CH:19]=[CH:18][N:17]=[CH:16][C:14]=2[N:15]=1)[CH2:3][CH2:4][CH2:5][CH2:6][CH2:7][CH2:8][CH3:9] |f:0.1,3.4|. Reported procedure: 3-Octyl-1,2-dihydropyrido[3,4-e]-as-triazine hydrochloride is reacted with acetic anhydride as described in Example 1, and the resulting salt is treated with a solution of sodium hydrocarbonate to obtain 3-octyl-1-acetyl-1,2-dihydropyrido[3,4-e]-as-triazine with a yield of 75%. This compound is reacted with an equimolar amount of fumaric acid in ethanol to obtain the hydrogen fumarate melting at 285°-287° C. Isolated yield 75.0%. Yields the product C(CCCCCCC)C=1NN(C2=C(N1)C=NC=C2)C(C)=O (3-octyl-1-acetyl-1,2-dihydropyrido[3,4-e]-as-triazine). Reactants: CC(C)(C)OC(=O)N1CCC(CO)CC1, C1CCOC1, CS(=O)(=O)c1ccc(-c2ccc(O)cc2)cc1, CCOC(C)=O, CC(C)OC(=O)N=NC(=O)OC(C)C, c1ccc(P(c2ccccc2)c2ccccc2)cc1. Product: CC(C)(C)OC(=O)N1CCC(COc2ccc(-c3ccc(S(C)(=O)=O)cc3)cc2)CC1. Reaction SMILES: [C:18](=[O:19])([O:20][C:21]([CH3:22])([CH3:23])[CH3:24])[N:25]1[CH2:26][CH2:27][CH:28]([CH2:31][OH:32])[CH2:29][CH2:30]1.[CH2:66]1[O:67][CH2:68][CH2:69][CH2:70]1.[CH3:1][S:2](=[O:3])(=[O:4])[c:5]1[cH:6][cH:7][c:8](-[c:11]2[cH:12][cH:13][c:14]([OH:17])[cH:15][cH:16]2)[cH:9][cH:10]1.[CH3:71][CH2:72][O:73][C:74]([CH3:75])=[O:76].[O:52]=[C:53]([O:54][CH:55]([CH3:56])[CH3:57])[N:58]=[N:59][C:60]([O:61][CH:62]([CH3:63])[CH3:64])=[O:65].[c:33]1([P:34]([c:35]2[cH:36][cH:37][cH:38][cH:39][cH:40]2)[c:41]2[cH:42][cH:43][cH:44][cH:45][cH:46]2)[cH:47][cH:48][cH:49][cH:50][cH:51]1>>[CH3:1][S:2](=[O:3])(=[O:4])[c:5]1[cH:6][cH:7][c:8](-[c:11]2[cH:12][cH:13][c:14]([O:17][CH2:31][CH:28]3[CH2:27][CH2:26][N:25]([C:18](=[O:19])[O:20][C:21]([CH3:22])([CH3:23])[CH3:24])[CH2:30][CH2:29]3)[cH:15][cH:16]2)[cH:9][cH:10]1. The reactants are CCc1c(OCOC)cc(OCOC)c(C(O)c2ccc(OC)c(F)c2)c1CCOCC1COC(C)(C)O1, CCOCC, ClCCl, O=[Cr](=O)([O-])O[Cr](=O)(=O)[O-], c1cc[nH+]cc1, c1cc[nH+]cc1. Yields the product CCc1c(OCOC)cc(OCOC)c(C(=O)c2ccc(OC)c(F)c2)c1CCOCC1COC(C)(C)O1. Reaction SMILES: [CH3:1][C:2]1([CH3:38])[O:3][CH2:4][CH:5]([CH2:7][O:8][CH2:9][CH2:10][c:11]2[c:12]([CH2:36][CH3:37])[c:13]([O:32][CH2:33][O:34][CH3:35])[cH:14][c:15]([O:28][CH2:29][O:30][CH3:31])[c:16]2[CH:17]([OH:18])[c:19]2[cH:20][c:21]([F:27])[c:22]([O:25][CH3:26])[cH:23][cH:24]2)[O:6]1.[CH3:63][CH2:64][O:65][CH2:66][CH3:67].[Cl:60][CH2:61][Cl:62].[Cr:39]([O:40][Cr:41]([O-:42])(=[O:43])=[O:44])([O-:45])(=[O:46])=[O:47].[nH+:48]1[cH:49][cH:50][cH:51][cH:52][cH:53]1.[nH+:54]1[cH:55][cH:56][cH:57][cH:58][cH:59]1>>[CH3:1][C:2]1([CH3:38])[O:3][CH2:4][CH:5]([CH2:7][O:8][CH2:9][CH2:10][c:11]2[c:12]([CH2:36][CH3:37])[c:13]([O:32][CH2:33][O:34][CH3:35])[cH:14][c:15]([O:28][CH2:29][O:30][CH3:31])[c:16]2[C:17](=[O:18])[c:19]2[cH:20][c:21]([F:27])[c:22]([O:25][CH3:26])[cH:23][cH:24]2)[O:6]1. Reactants: CCOC(=O)C1=Cc2cc(C(C)=O)ccc2OC1C(F)(F)F, CC[SiH](CC)CC, ClCCl, O. Yields the product CCOC(=O)C1=Cc2cc(CC)ccc2OC1C(F)(F)F. Reaction SMILES: [C:1]([CH3:2])(=[O:3])[c:4]1[cH:5][c:6]2[c:11]([cH:12][cH:13]1)[O:10][CH:9]([C:14]([F:15])([F:16])[F:17])[C:8]([C:18](=[O:19])[O:20][CH2:21][CH3:22])=[CH:7]2.[CH2:26]([SiH:27]([CH2:28][CH3:29])[CH2:30][CH3:31])[CH3:32].[Cl:23][CH2:24][Cl:25].[OH2:33]>>[CH2:1]([CH3:2])[c:4]1[cH:5][c:6]2[c:11]([cH:12][cH:13]1)[O:10][CH:9]([C:14]([F:15])([F:16])[F:17])[C:8]([C:18](=[O:19])[O:20][CH2:21][CH3:22])=[CH:7]2. Starting materials: ClC1=C(\C(\C2=C(C=C(C=C2)OCC)F)=N/O)C=CC(=C1Cl)OC (Z-2,3-dichloro-4'-ethoxy-2'-fluoro-4-methoxybenzophenone oxime), [H-].[Na+] (sodium hydride), C(C)OCC.CC(CC)=O (diethyl ether 2-butanone), O (water). The solvent is CN(C=O)C (dimethylformamide), CN(C=O)C (dimethylformamide). Reaction conditions: time 30 minute. Yields the product ClC1=C(C=CC=2C(=NOC21)C2=C(C=C(C=C2)OCC)F)OC (7-chloro-3-(4-ethoxy-2-fluorophenyl)-6-methoxy-1,2-benzisoxazole). Reaction SMILES: Cl[C:2]1[C:20]([Cl:21])=[C:19]([O:22][CH3:23])[CH:18]=[CH:17][C:3]=1/[C:4](=[N:15]\[OH:16])/[C:5]1[CH:10]=[CH:9][C:8]([O:11][CH2:12][CH3:13])=[CH:7][C:6]=1[F:14].[H-].[Na+].O.C(OCC)C.CC(=O)CC>CN(C)C=O>[Cl:21][C:20]1[C:2]2[O:16][N:15]=[C:4]([C:5]3[CH:10]=[CH:9][C:8]([O:11][CH2:12][CH3:13])=[CH:7][C:6]=3[F:14])[C:3]=2[CH:17]=[CH:18][C:19]=1[O:22][CH3:23] |f:1.2,4.5|. Procedure details: A solution of 23.3 g of Z-2,3-dichloro-4'-ethoxy-2'-fluoro-4-methoxybenzophenone oxime in 175 ml dimethylformamide is added to 1.85 g of sodium hydride in 35 ml of dimethylformamide. After stirring 30 min at room temperature, the reaction is worked up with water and 1:1 diethyl ether/2-butanone. Concentration of the dried organic phase, trituration of the product with hexane and recrystallization from toluene/hexane gives 7-chloro-3-(4-ethoxy-2-fluorophenyl)-6-methoxy-1,2-benzisoxazole, mp 151°-... Reactants: Oc1ccc(Br)cc1, CS(C)=O, N#Cc1cc([N+](=O)[O-])ccc1Cl, [Na+], [OH-], O. Yields the product N#Cc1cc([N+](=O)[O-])ccc1Oc1ccc(Br)cc1. As a reaction SMILES: [Br:1][c:2]1[cH:3][cH:4][c:5]([OH:8])[cH:6][cH:7]1.[CH3:24][S:25]([CH3:26])=[O:27].[Cl:11][c:12]1[c:13]([C:14]#[N:15])[cH:16][c:17]([N+:20](=[O:21])[O-:22])[cH:18][cH:19]1.[Na+:10].[OH-:9].[OH2:23]>>[Br:1][c:2]1[cH:3][cH:4][c:5]([O:8][c:12]2[c:13]([C:14]#[N:15])[cH:16][c:17]([N+:20](=[O:21])[O-:22])[cH:18][cH:19]2)[cH:6][cH:7]1. Reaction SMILES: Cl[C:2]1[C:3]2[CH2:16][CH2:15][N:14]([C:17]3[CH:22]=[CH:21][N:20]=[CH:19][CH:18]=3)[C:4]=2[N:5]=[C:6]([N:8]2[CH2:13][CH2:12][O:11][CH2:10][CH2:9]2)[N:7]=1.[CH3:23][O:24][C:25]1[N:30]=[C:29]([O:31][CH3:32])[C:28](B2OC(C)(C)C(C)(C)O2)=[CH:27][N:26]=1.COC1C=CC=C(OC)C=1C1C=CC=CC=1P(C1CCCCC1)C1CCCCC1.P([O-])([O-])([O-])=O.[K+].[K+].[K+]>C([O-])(=O)C.[Pd+2].C([O-])(=O)C.CN(C)C=O>[CH3:23][O:24][C:25]1[N:30]=[C:29]([O:31][CH3:32])[C:28]([C:2]2[C:3]3[CH2:16][CH2:15][N:14]([C:17]4[CH:22]=[CH:21][N:20]=[CH:19][CH:18]=4)[C:4]=3[N:5]=[C:6]([N:8]3[CH2:13][CH2:12][O:11][CH2:10][CH2:9]3)[N:7]=2)=[CH:27][N:26]=1 |f:3.4.5.6,7.8.9|. The yield is 29.6%. Reported procedure: To 4-chloro-2-morpholin-4-yl-7-pyridin-4-yl-6,7-dihydro-5H-pyrrolo[2,3-d]pyrimidine (40 mg, 0.126 mmol), 2,4-dimethoxy-5-(4,4,5,5-tetramethyl-[1,3,2]dioxaborolan-2-yl)-pyrimidine (67 mg, 0.252 mmol), palladium acetate (1.4 mg, 0.0063 mmol), S-Phos (5.2 mg, 0.0126 mmol) and potassium phosphate (53.5 mg, 0.252 mmol), dimethylformamide (1 ml) was added, followed by being degassed under ultrasonic irradiation. This was stirred at 100° C. for 12 hours, followed by addition of water, and the resulting... Reagents/catalysts: C(C)(=O)[O-].[Pd+2].C(C)(=O)[O-] (palladium acetate). Conditions: temperature 100 celsius, time 12 hour. Run in CN(C=O)C (dimethylformamide). The product is COC1=NC=C(C(=N1)OC)C=1C2=C(N=C(N1)N1CCOCC1)N(CC2)C2=CC=NC=C2 (4-(2,4-Dimethoxy-pyrimidin-5-yl)-2-morpholin-4-yl-7-pyridin-4-yl-6,7-dihydro-5H-pyrrolo[2,3-d]pyrimidine). The reactants are ClC=1C2=C(N=C(N1)N1CCOCC1)N(CC2)C2=CC=NC=C2 (4-chloro-2-morpholin-4-yl-7-pyridin-4-yl-6,7-dihydro-5H-pyrrolo[2,3-d]pyrimidine), COC1=NC=C(C(=N1)OC)B1OC(C(O1)(C)C)(C)C (2,4-dimethoxy-5-(4,4,5,5-tetramethyl-[1,3,2]dioxaborolan-2-yl)-pyrimidine), COC=1C=CC=C(C1C=2C=CC=CC2P(C3CCCCC3)C4CCCCC4)OC (S-Phos), P(=O)([O-])([O-])[O-].[K+].[K+].[K+] (potassium phosphate).